describe an organic reaction: reactants, conditions, products, and yield From a dataset of the Open Reaction Database (ORD), a public repository of structured organic reaction records. The reactants are CO, COC(=O)C1C(C)OC(C)CN1S(=O)(=O)c1ccc(OCC#CC(C)(C)O)cc1, Cl, Cl, [K+], NO, [OH-]. Yields the product CC1CN(S(=O)(=O)c2ccc(OCC#CC(C)(C)O)cc2)C(C(=O)NO)C(C)O1. RXN SMILES: [CH3:36][OH:37].[CH3:6][O:7][C:8](=[O:9])[CH:10]1[CH:11]([CH3:34])[O:12][CH:13]([CH3:33])[CH2:14][N:15]1[S:16](=[O:17])(=[O:18])[c:19]1[cH:20][cH:21][c:22]([O:25][CH2:26][C:27]#[C:28][C:29]([CH3:30])([CH3:31])[OH:32])[cH:23][cH:24]1.[ClH:1].[ClH:35].[K+:5].[NH2:2][OH:3].[OH-:4]>>[NH:2]([OH:3])[C:8](=[O:7])[CH:10]1[CH:11]([CH3:34])[O:12][CH:13]([CH3:33])[CH2:14][N:15]1[S:16](=[O:17])(=[O:18])[c:19]1[cH:20][cH:21][c:22]([O:25][CH2:26][C:27]#[C:28][C:29]([CH3:30])([CH3:31])[OH:32])[cH:23][cH:24]1. Starting materials: [BH4-], COc1ccc(OCc2ccccc2)cc1C=O, CO, [Na+]. Yields the product COc1ccc(OCc2ccccc2)cc1CO. Reaction SMILES: [BH4-:19].[CH2:1]([c:2]1[cH:3][cH:4][cH:5][cH:6][cH:7]1)[O:8][c:9]1[cH:10][cH:11][c:12]([O:17][CH3:18])[c:13]([CH:14]=[O:15])[cH:16]1.[CH3:21][OH:22].[Na+:20]>>[CH2:1]([c:2]1[cH:3][cH:4][cH:5][cH:6][cH:7]1)[O:8][c:9]1[cH:10][cH:11][c:12]([O:17][CH3:18])[c:13]([CH2:14][OH:15])[cH:16]1.